From a dataset of the Open Reaction Database (ORD), a public repository of structured organic reaction records. describe an organic reaction: reactants, conditions, products, and yield Reaction SMILES: [C:16]([c:17]1[cH:18][cH:19][cH:20][cH:21][cH:22]1)(=[O:23])[N:24]=[C:25]=[S:26].[CH3:1][O:2][c:3]1[cH:4][c:5]([NH2:15])[cH:6][c:7](-[c:9]2[cH:10][cH:11][cH:12][cH:13][cH:14]2)[cH:8]1.[CH3:27][C:28](=[O:29])[CH3:30]>>[CH3:1][O:2][c:3]1[cH:4][c:5]([NH:15][C:25]([NH:24][C:16]([c:17]2[cH:18][cH:19][cH:20][cH:21][cH:22]2)=[O:23])=[S:26])[cH:6][c:7](-[c:9]2[cH:10][cH:11][cH:12][cH:13][cH:14]2)[cH:8]1. Starting materials: O=C(N=C=S)c1ccccc1, COc1cc(N)cc(-c2ccccc2)c1, CC(C)=O. Product: COc1cc(NC(=S)NC(=O)c2ccccc2)cc(-c2ccccc2)c1. Reactants: O(C1=CC=CC=C1)C1=CC=C(C=C1)C1=CN(C=2N=CN=C(C21)N)C2CCNCC2 (5-(4-phenoxyphenyl)-7-(4-piperidyl)-7H-pyrrolo[2,3-d]pyrimidin-4-ylamine), CCOCC (ether), Cl (HCl). Solvent: CCOC(=O)C.CO (EtOAc MeOH). Yields the product Cl.Cl.O(C1=CC=CC=C1)C1=CC=C(C=C1)C1=CN(C=2N=CN=C(C21)N)C2CCNCC2 (5-(4-phenoxyphenyl)-7-(4-piperidyl)-7H-pyrrolo[2,3-d]pyrimidin-4-ylamine dihydrochloride). As a reaction SMILES: [O:1]([C:8]1[CH:13]=[CH:12][C:11]([C:14]2[C:22]3[C:21]([NH2:23])=[N:20][CH:19]=[N:18][C:17]=3[N:16]([CH:24]3[CH2:29][CH2:28][NH:27][CH2:26][CH2:25]3)[CH:15]=2)=[CH:10][CH:9]=1)[C:2]1[CH:7]=[CH:6][CH:5]=[CH:4][CH:3]=1.CCOCC.[ClH:35]>CCOC(C)=O.CO>[ClH:35].[ClH:35].[O:1]([C:8]1[CH:9]=[CH:10][C:11]([C:14]2[C:22]3[C:21]([NH2:23])=[N:20][CH:19]=[N:18][C:17]=3[N:16]([CH:24]3[CH2:29][CH2:28][NH:27][CH2:26][CH2:25]3)[CH:15]=2)=[CH:12][CH:13]=1)[C:2]1[CH:7]=[CH:6][CH:5]=[CH:4][CH:3]=1 |f:3.4,5.6.7|. Reported procedure: To 5-(4-phenoxyphenyl)-7-(4-piperidyl)-7H-pyrrolo[2,3-d]pyrimidin-4-ylamine (433258) (200 mg) in EtOAc/MeOH (15 ml, 1:1) was added ether.HCl solution (1.0 M, 3 ml). The resulting white precipitate was filtered under a stream of nitrogen and dried in vacuo for 6 hr to leave 5-(4-phenoxyphenyl)-7-(4-piperidyl)-7H-pyrrolo[2,3-d]pyrimidin-4-ylamine dihydrochloride (1.4 hydrate) as a white solid (120 mg), m.pt. 304° C (dec.). 1H NMR (D2O, 250 MHz) 8.48(1H, s), 7.69 (1H, s), 7.50-7.58 (4H, m), 7.18-7.... As a reaction SMILES: [Br-:7].[Br:1][C:2](=[C:3]([F:4])[F:5])[F:6].[CH3:21][C:22]([CH:23]1[CH2:24][CH:25]=[C:26]([CH3:27])[CH2:28][CH2:29]1)=[CH2:30].[CH3:31][N:32]([CH3:33])[CH:34]=[O:35].[CH3:8][O:9][CH2:10][CH2:11][CH:12]([Br:13])[c:14]1[cH:15][cH:16][c:17]([Cl:20])[cH:18][cH:19]1.[Zn:36]>>[C:2](=[C:3]([F:4])[F:5])([F:6])[CH:12]([CH2:11][CH2:10][O:9][CH3:8])[c:14]1[cH:15][cH:16][c:17]([Cl:20])[cH:18][cH:19]1. Yields the product COCCC(C(F)=C(F)F)c1ccc(Cl)cc1. The reactants are [Br-], FC(F)=C(F)Br, C=C(C)C1CC=C(C)CC1, CN(C)C=O, COCCC(Br)c1ccc(Cl)cc1, [Zn]. Reactants: OC(CC1=CC=CC=C1)C1=CC=C(C=C1)C1=NC=C2C=3N1CCC3NC(C=C2)=O (1-[4-(1-Hydroxy-2-phenyl-ethyl)-phenyl]-8,9-dihydro-7H-2,7,9a-triaza-benzo[cd]azulen-6-one), S(=O)(Cl)Cl (thionyl chloride). Product: ClC(CC1=CC=CC=C1)C1=CC=C(C=C1)C1=NC=C2C=3N1CCC3NC(C=C2)=O (1-[4-(1-Chloro-2-phenyl-ethyl)-phenyl]-8,9-dihydro-7H-2,7,9a-triaza-benzo[cd]azulen-6-one). Reaction SMILES: O[CH:2]([C:10]1[CH:15]=[CH:14][C:13]([C:16]2[N:21]3[CH2:22][CH2:23][C:24]4[NH:25][C:26](=[O:29])[CH:27]=[CH:28][C:19]([C:20]=43)=[CH:18][N:17]=2)=[CH:12][CH:11]=1)[CH2:3][C:4]1[CH:9]=[CH:8][CH:7]=[CH:6][CH:5]=1.S(Cl)([Cl:32])=O>>[Cl:32][CH:2]([C:10]1[CH:15]=[CH:14][C:13]([C:16]2[N:21]3[CH2:22][CH2:23][C:24]4[NH:25][C:26](=[O:29])[CH:27]=[CH:28][C:19]([C:20]=43)=[CH:18][N:17]=2)=[CH:12][CH:11]=1)[CH2:3][C:4]1[CH:9]=[CH:8][CH:7]=[CH:6][CH:5]=1. Reported procedure: This compound was prepared from intermediate 247a and thionyl chloride according to the procedure used in Example 171. Received 3.53 g (75%). Reactants: ClC=1C=CC=C2C(=C(C(C(C12)(C)C)=O)C(=O)OCC)O (ethyl 8-chloro-4-hydroxy-1,1-dimethyl-2-oxo-naphthalene-3-carboxylate), Cl.C(C)(C)(C)OC(CN)=O (glycine tert-butyl ester hydrochloride), CCN(C(C)C)C(C)C (DIEA), O1CCOCC1 (1,4-dioxane). Solvent: O (water). Reaction conditions: temperature 120 celsius. Product: ClC=1C=CC=C2C(=C(C(C(C12)(C)C)=O)C(=O)NCC(=O)OC(C)(C)C)O (1,1-dimethylethyl N-((8-chloro-4-hydroxy-1,1-dimethyl-2-oxo-naphthalen-3-yl)carbonyl)glycinate). Isolated yield 70.2%. Reaction SMILES: [Cl:1][C:2]1[CH:3]=[CH:4][CH:5]=[C:6]2[C:11]=1[C:10]([CH3:13])([CH3:12])[C:9](=[O:14])[C:8]([C:15](OCC)=[O:16])=[C:7]2[OH:20].Cl.[C:22]([O:26][C:27](=[O:30])[CH2:28][NH2:29])([CH3:25])([CH3:24])[CH3:23].CCN(C(C)C)C(C)C.O1CCOCC1>O>[Cl:1][C:2]1[CH:3]=[CH:4][CH:5]=[C:6]2[C:11]=1[C:10]([CH3:12])([CH3:13])[C:9](=[O:14])[C:8]([C:15]([NH:29][CH2:28][C:27]([O:26][C:22]([CH3:25])([CH3:24])[CH3:23])=[O:30])=[O:16])=[C:7]2[OH:20] |f:1.2|. Procedure: A mixture of ethyl 8-chloro-4-hydroxy-1,1-dimethyl-2-oxo-naphthalene-3-carboxylate (0.320 g, 0.803 mmol), glycine tert-butyl ester hydrochloride (0.175 g, 1.04 mmol), DIEA (0.280 mL, 1.61 mmol), and 1,4-dioxane (12 mL) were heated at 120° C. for 2 hours in a sealed vessel. The mixture was diluted with water (50 mL) and extracted with DCM (2×50 mL). The combined organic layers were washed with water (30 mL) and then with brine (50 mL), dried over MgSO4, and concentrated and dried in vacuo. The re...